From a dataset of the Open Reaction Database (ORD), a public repository of structured organic reaction records. describe an organic reaction: reactants, conditions, products, and yield Reactants: O (water), aqueous solution, [OH-].[Na+] (sodium hydroxide), ice, C(C=C)C1=C(C(=CC=2C(=NOC21)C2=CC=CC=C2)C)O (7-allyl-6-hydroxy-5-methyl-3-phenyl-1,2-benzisoxazole), ClC1=CC(=CC=C1)C(=O)OO (m-chloroperbenzoic acid). Run in C(Cl)Cl (methylene chloride). Product: CC=1C2=C(C3=C(C(=NO3)C3=CC=CC=C3)C1)CC(O2)CO (7,8-dihydro-5-methyl3-phenylfuro[2,3-g]-1,2-benzisoxazole-7-methanol). Yield: 96.4%. As a reaction SMILES: [CH2:1]([C:4]1[C:12]2[O:11][N:10]=[C:9]([C:13]3[CH:18]=[CH:17][CH:16]=[CH:15][CH:14]=3)[C:8]=2[CH:7]=[C:6]([CH3:19])[C:5]=1[OH:20])[CH:2]=[CH2:3].ClC1C=CC=C(C(OO)=[O:29])C=1.O.[OH-].[Na+]>C(Cl)Cl>[CH3:19][C:6]1[C:5]2[O:20][CH:2]([CH2:3][OH:29])[CH2:1][C:4]=2[C:12]2[O:11][N:10]=[C:9]([C:13]3[CH:14]=[CH:15][CH:16]=[CH:17][CH:18]=3)[C:8]=2[CH:7]=1 |f:3.4|. Procedure: To the ice-cooled solution of 7-allyl-6-hydroxy-5-methyl-3-phenyl-1,2-benzisoxazole (4.5 g) in methylene chloride (200 ml), 7.6 g of m-chloroperbenzoic acid was added in small portions under agitation, and the solution was subsequently refluxed for 3 hours. After cooling the solution, water and 50 ml of an aqueous solution of 2N sodium hydroxide were added, and the mixture was subjected to extraction with methylene chloride. The methylene chloride layer was washed with water and dried. By distil... The reactants are [N+](=O)([O-])C1=C(C=CC=C1)NC(=O)NC1=CC=CC=C1 (N-(2-Nitrophenyl)-N′-phenyl-urea), ClCC(=O)Cl (chloroacetyl chloride). Yields the product ClCC(=O)N(C(NC1=C(C=CC=C1)[N+](=O)[O-])=O)C1=CC=CC=C1 (N′-(2-chloroacetyl)-N-(2-nitrophenyl)-N′-phenyl-urea). RXN SMILES: [N+:1]([C:4]1[CH:9]=[CH:8][CH:7]=[CH:6][C:5]=1[NH:10][C:11]([NH:13][C:14]1[CH:19]=[CH:18][CH:17]=[CH:16][CH:15]=1)=[O:12])([O-:3])=[O:2].[Cl:20][CH2:21][C:22](Cl)=[O:23]>>[Cl:20][CH2:21][C:22]([N:13]([C:14]1[CH:19]=[CH:18][CH:17]=[CH:16][CH:15]=1)[C:11](=[O:12])[NH:10][C:5]1[CH:6]=[CH:7][CH:8]=[CH:9][C:4]=1[N+:1]([O-:3])=[O:2])=[O:23]. Procedure: A solution containing N-(2-Nitrophenyl)-N′-phenyl-urea (5.76 g) and chloroacetyl chloride (40 mL) was refluxed under nitrogen for 30 min. After the excess chloroacetyl chloride was removed in vacuo, diethyl ether (50 mL) was added and the resulting solid was filtered and dried to yield N′-(2-chloroacetyl)-N-(2-nitrophenyl)-N′-phenyl-urea as a white solid. Reactants: ClC(C(=O)C1=CC=C2CN(C3=C(CN21)C=CC=C3)C(=O)C3=CC(=C(C=C3)C3=C(C=CC=C3)C)OC)(Cl)Cl (2,2,2-Trichloro-1-{10-[(2-methoxy-2′-methyl-1,1′-biphenyl-4-yl)carbonyl]-10,11-dihydro-5H-pyrrolo[2,1-c][1,4]benzodiazepin-3-yl}ethanone), COC=1C=C(C=CC1OC)CCN (2-(3,4-dimethoxyphenyl)-ethylamine). Product: COC=1C=C(C=CC1OC)CCNC(=O)C1=CC=C2CN(C3=C(CN21)C=CC=C3)C(=O)C3=CC(=C(C=C3)C3=C(C=CC=C3)C)OC (N-[2-(3,4-DIMETHOXYPHENYL)ETHYL]-10-[(2-METHOXY-2′-METHYL-1,1′-BIPHENYL-4-YL)CARBONYL]-10,11-DIHYDRO-5H-PYRROLO[2,1-C][1,4]BENZODIAZEPINE-3-CARBOXAMIDE). RXN SMILES: ClC(Cl)(Cl)[C:3]([C:5]1[N:14]2[C:8]([CH2:9][N:10]([C:19]([C:21]3[CH:26]=[CH:25][C:24]([C:27]4[CH:32]=[CH:31][CH:30]=[CH:29][C:28]=4[CH3:33])=[C:23]([O:34][CH3:35])[CH:22]=3)=[O:20])[C:11]3[CH:18]=[CH:17][CH:16]=[CH:15][C:12]=3[CH2:13]2)=[CH:7][CH:6]=1)=[O:4].[CH3:38][O:39][C:40]1[CH:41]=[C:42]([CH2:48][CH2:49][NH2:50])[CH:43]=[CH:44][C:45]=1[O:46][CH3:47]>>[CH3:38][O:39][C:40]1[CH:41]=[C:42]([CH2:48][CH2:49][NH:50][C:3]([C:5]2[N:14]3[C:8]([CH2:9][N:10]([C:19]([C:21]4[CH:26]=[CH:25][C:24]([C:27]5[CH:32]=[CH:31][CH:30]=[CH:29][C:28]=5[CH3:33])=[C:23]([O:34][CH3:35])[CH:22]=4)=[O:20])[C:11]4[CH:18]=[CH:17][CH:16]=[CH:15][C:12]=4[CH2:13]3)=[CH:7][CH:6]=2)=[O:4])[CH:43]=[CH:44][C:45]=1[O:46][CH3:47]. Procedure: The title compound was prepared in the manner of Example 36 from 2,2,2-trichloro-1-{10-[(2-methoxy-2′-methyl-1,1′-biphenyl4-yl)carbonyl]-10,11-dihydro-5H-pyrrolo[2,1-c][1,4]benzodiazepin-3-yl}ethanone of Example 35 and 2-(3,4-dimethoxyphenyl)-ethylamine. Purification was performed using HPLC with a normal phase column. Elution with a mixture of etoxynonafluorobutane and methanol gave the title compound in 97% yield, m.p. 150-154° C. MS [(+)ESI,m/z]: 616.26 [M+H]+ RXN SMILES: [CH3:1][O:2][C:3]1[CH:4]=[C:5]([CH2:11][CH2:12][NH:13][C:14](=[O:28])[C:15]([C:18]2[CH:27]=[CH:26][C:25]3[CH2:24][CH2:23][CH2:22][CH2:21][C:20]=3[CH:19]=2)=[CH:16][OH:17])[CH:6]=[CH:7][C:8]=1[O:9][CH3:10].[OH-].[K+].Cl[CH:32]([F:34])[F:33]>[Br-].C([N+](CCCC)(CCCC)CCCC)CCC.COCCOC>[F:33][CH:32]([F:34])[O:17][CH:16]=[C:15]([C:18]1[CH:27]=[CH:26][C:25]2[CH2:24][CH2:23][CH2:22][CH2:21][C:20]=2[CH:19]=1)[C:14]([NH:13][CH2:12][CH2:11][C:5]1[CH:6]=[CH:7][C:8]([O:9][CH3:10])=[C:3]([O:2][CH3:1])[CH:4]=1)=[O:28] |f:1.2,4.5|. Reagents/catalysts: [Br-].C(CCC)[N+](CCCC)(CCCC)CCCC (tetrabutylammonium bromide). Starting materials: COC=1C=C(C=CC1OC)CCNC(C(=CO)C1=CC=2CCCCC2C=C1)=O (N-[2-(3,4-dimethoxyphenyl)ethyl]-3-hydroxy-2-(5,6,7,8-tetrahydronaphthalen-2-yl)acrylamide), [OH-].[K+] (potassium hydroxide), hydrochrolic acid, ClC(F)F (chlorodifluoromethane). Yields the product FC(OC=C(C(=O)NCCC1=CC(=C(C=C1)OC)OC)C1=CC=2CCCCC2C=C1)F (3-difluoromethoxy-N-[2-(3,4-dimethoxyphenyl)ethyl]-2-(5,6,7,8-tetrahydronaphthalen-2-yl)acrylamide). Reported procedure: Five hundred milligrams (500 mg) of N-[2-(3,4-dimethoxyphenyl)ethyl]-3-hydroxy-2-(5,6,7,8-tetrahydronaphthalen-2-yl)acrylamide (1.31 mmol), 1.80 g (3.28 mmol) of 10% aqueous potassium hydroxide solution, 87 mg (0.262 mmol) of tetrabutylammonium bromide and 10 ml of ethylene glycol dimethyl ether were mixed and chlorodifluoromethane gas was blown thereto at room temperature. A sample was taken out from the reaction mixture and the disappearance of the starting material was confirmed by thin layer... The solvent is COCCOC (ethylene glycol dimethyl ether). Reactants: CN1N=C(C2=CC=C(C=C12)C(F)(F)F)C1=CN=C2C(=N1)C(=CN2)C(=O)O (2-(1-methyl-6-(trifluoromethyl)-1H-indazol-3-yl)-5H-pyrrolo[3,2-b]pyrazine-7-carboxylic acid), CC(C)(C)N (2-methylpropan-2-amine), CCN=C=NCCCN(C)C (EDCI), C=1C=CC2=C(C1)N=NN2O (HOBt), CCN(C(C)C)C(C)C (DIPEA). The solvent is CN(C)C=O (DMF), O (Water). Run at time 16 hour. Yields the product C(C)(C)(C)NC(=O)C1=CNC=2C1=NC(=CN2)C2=NN(C1=CC(=CC=C21)C(F)(F)F)C (N-tert-butyl-2-(1-methyl-6-(trifluoromethyl)-1H-indazol-3-yl)-5H-pyrrolo[3,2-b]pyrazine-7-carboxamide). Isolated yield 21.5%. As a reaction SMILES: [CH3:1][N:2]1[C:10]2[C:5](=[CH:6][CH:7]=[C:8]([C:11]([F:14])([F:13])[F:12])[CH:9]=2)[C:4]([C:15]2[N:20]=[C:19]3[C:21]([C:24](O)=[O:25])=[CH:22][NH:23][C:18]3=[N:17][CH:16]=2)=[N:3]1.[CH3:27][C:28]([NH2:31])([CH3:30])[CH3:29].CCN=C=NCCCN(C)C.C1C=CC2N(O)N=NC=2C=1.CCN(C(C)C)C(C)C>CN(C=O)C.O>[C:28]([NH:31][C:24]([C:21]1[C:19]2=[N:20][C:15]([C:4]3[C:5]4[C:10](=[CH:9][C:8]([C:11]([F:13])([F:12])[F:14])=[CH:7][CH:6]=4)[N:2]([CH3:1])[N:3]=3)=[CH:16][N:17]=[C:18]2[NH:23][CH:22]=1)=[O:25])([CH3:30])([CH3:29])[CH3:27]. Procedure: A mixture of 2-(1-methyl-6-(trifluoromethyl)-1H-indazol-3-yl)-5H-pyrrolo[3,2-b]pyrazine-7-carboxylic acid (190 mg, 0.526 mmol), 2-methylpropan-2-amine (58 mg, 0.789 mmol), EDCI (301 mg, 1.578 mmol), HOBt (213 mg, 1.578 mmol) and DIPEA (204 mg, 1.578 mmol) in dry DMF (5 mL) was stirred for 16 hours at room temperature. Water (5 mL) was added, the formed precipitate was separated by filtration then purified by preparative-HPLC (Gemini 5u C18 150×21.2 mm; inject volume: 3 mL/inj, flow rate: 20 mL/m... Reactants: resultant mixture, C(C)(C)(C)C1=C(C(=CC(=C1)C)C(C)(C)C)O (2,6-di-tert-butyl-4-methylphenol), resultant mixture, C(=C)[Sn](CCCC)(CCCC)CCCC (vinyl tributyl tin), COC1=NC(=NC(=C1)OC)OC1=C(C(=O)OCC[Si](C)(C)C)C(=CC=C1)OS(=O)(=O)C(F)(F)F (2-trimethylsilylethyl 2-[(4,6-dimethoxypyrimidin-2-yl)oxy]-6-trifluoromethylsulfonyloxybenzoate). The reagents and catalysts are C=1C=CC(=CC1)[P](C=2C=CC=CC2)(C=3C=CC=CC3)[Pd]([P](C=4C=CC=CC4)(C=5C=CC=CC5)C=6C=CC=CC6)([P](C=7C=CC=CC7)(C=8C=CC=CC8)C=9C=CC=CC9)[P](C=1C=CC=CC1)(C=1C=CC=CC1)C=1C=CC=CC1 (tetrakis(triphenylphosphine)palladium(0)). The solvent is C1(=CC=CC=C1)C (toluene), C1(=CC=CC=C1)C (toluene). The product is COC1=NC(=NC(=C1)OC)OC1=C(C(=O)OCC[Si](C)(C)C)C(=CC=C1)C=C (2-trimethylsilylethyl 2-[(4,6-dimethoxypyrimidin-2-yl)oxy]-6-vinylbenzoate). Yield: 20.8%. Reaction SMILES: [CH3:1][O:2][C:3]1[CH:8]=[C:7]([O:9][CH3:10])[N:6]=[C:5]([O:11][C:12]2[CH:26]=[CH:25][CH:24]=[C:23](OS(C(F)(F)F)(=O)=O)[C:13]=2[C:14]([O:16][CH2:17][CH2:18][Si:19]([CH3:22])([CH3:21])[CH3:20])=[O:15])[N:4]=1.[C:35](C1C=C(C)C=C(C(C)(C)C)C=1O)(C)(C)[CH3:36].C([Sn](CCCC)(CCCC)CCCC)=C>C1C=CC([P]([Pd]([P](C2C=CC=CC=2)(C2C=CC=CC=2)C2C=CC=CC=2)([P](C2C=CC=CC=2)(C2C=CC=CC=2)C2C=CC=CC=2)[P](C2C=CC=CC=2)(C2C=CC=CC=2)C2C=CC=CC=2)(C2C=CC=CC=2)C2C=CC=CC=2)=CC=1.C1(C)C=CC=CC=1>[CH3:10][O:9][C:7]1[CH:8]=[C:3]([O:2][CH3:1])[N:4]=[C:5]([O:11][C:12]2[CH:26]=[CH:25][CH:24]=[C:23]([CH:35]=[CH2:36])[C:13]=2[C:14]([O:16][CH2:17][CH2:18][Si:19]([CH3:20])([CH3:22])[CH3:21])=[O:15])[N:6]=1 |^1:69,71,90,109|. Reported procedure: In a 100 ml flask equipped with a thermometer, a cooling tube and a nitrogen-introducing tube, there were charged 2-trimethylsilylethyl 2-[(4,6-dimethoxypyrimidin-2-yl)oxy]-6-trifluoromethylsulfonyloxybenzoate (3.15 g, 6.0 mmol), tetrakis(triphenylphosphine)palladium(0) (400 mg, 0.34 mmol) and toluene (30 ml), and the resultant mixture was stirred at room temperature for 1 hour under nitrogen stream. After adding 2,6-di-tert-butyl-4-methylphenol (catalytic amount) to the resultant mixture, vinyl... Reactants: C(C)(=O)OC=1C(=C2C(CC(OC2=C(C1C)C)(CCC(CCCC(C)C)C)COC1=CC=C(C=C1)CC(C(=O)OCC)Cl)=O)C (ethyl 3-{4-[6-acetoxy-2-(3,7-dimethyloctyl)-5,7,8-trimethyl-4-oxochroman-2-ylmethoxy]phenyl}-2-chloropropionate), Cl (hydrochloric acid), NC(=S)N (thiourea), S1(=O)(=O)CCCC1 (sulfolane). Solvent: COCCO (ethylene glycol monomethyl ether). Yields the product CC(CCC1(OC2=C(C(=C(C(=C2C(C1)=O)C)O)C)C)COC1=CC=C(CC2C(NC(S2)=O)=O)C=C1)CCCC(C)C (5-{4-[2-(3,7-Dimethyloctyl)-6-hydroxy-5,7,8-trimethyl-4-oxochroman-2-ylmethoxy]benzyl}thiazolidine-2,4-dione). As a reaction SMILES: C([O:4][C:5]1[C:6]([CH3:44])=[C:7]2[C:12](=[C:13]([CH3:16])[C:14]=1[CH3:15])[O:11][C:10]([CH2:27][O:28][C:29]1[CH:34]=[CH:33][C:32]([CH2:35][CH:36](Cl)[C:37](OCC)=[O:38])=[CH:31][CH:30]=1)([CH2:17][CH2:18][CH:19]([CH3:26])[CH2:20][CH2:21][CH2:22][CH:23]([CH3:25])[CH3:24])[CH2:9][C:8]2=[O:43])(=O)C.[NH2:45][C:46](N)=[S:47].S1(CCCC1)(=O)=[O:50].Cl>COCCO>[CH3:26][CH:19]([CH2:20][CH2:21][CH2:22][CH:23]([CH3:25])[CH3:24])[CH2:18][CH2:17][C:10]1([CH2:27][O:28][C:29]2[CH:30]=[CH:31][C:32]([CH2:35][CH:36]3[S:47][C:46](=[O:50])[NH:45][C:37]3=[O:38])=[CH:33][CH:34]=2)[CH2:9][C:8](=[O:43])[C:7]2[C:12](=[C:13]([CH3:16])[C:14]([CH3:15])=[C:5]([OH:4])[C:6]=2[CH3:44])[O:11]1. Procedure: The procedure described in Example 3 was repeated, but using 1.1 g of ethyl 3-{4-[6-acetoxy-2-(3,7-dimethyloctyl)-5,7,8-trimethyl-4-oxochroman-2-ylmethoxy]phenyl}-2-chloropropionate (prepared as described in Preparation 33), 0.2 g of thiourea, 1.5 ml of sulfolane, 5 ml of 2N aqueous hydrochloric acid and 10 ml of ethylene glycol monomethyl ether, to give the title compound, as a slightly yellow powder, softening at 41°-45° C. Starting materials: Cl (HCl), [H][H] (Hydrogen), COC(C(CSCC1=CC=CC=C1)N=[N+]=[N-])=O (2-azido-3-benzylmercapto-propionic acid methyl ester), azido. Reagents/catalysts: [Re] (rhenium). Run in CO (methanol). Yields the product COC([C@@H](N)CSCC1=CC=CC=C1)=O (S-benzyl-cysteine methyl ester). The yield is 73.6%. As a reaction SMILES: [CH3:1][O:2][C:3](=[O:17])[CH:4]([N:14]=[N+]=[N-])[CH2:5][S:6][CH2:7][C:8]1[CH:13]=[CH:12][CH:11]=[CH:10][CH:9]=1.Cl.[H][H]>CO.[Re]>[CH3:1][O:2][C:3](=[O:17])[C@H:4]([CH2:5][S:6][CH2:7][C:8]1[CH:13]=[CH:12][CH:11]=[CH:10][CH:9]=1)[NH2:14]. Reported procedure: 0.91 gram (3.62 mmoles) of the 2-azido-3-benzylmercapto-propionic acid methyl ester obtained in Example 4 was dissolved in 8 ml of methanol, treated with 0.27 gram (7.41 mmoles) of HCl gas and there was added 1 mole % of rhenium VII sulfide, based on the amount of azido compound employed. Hydrogen was led into this vigorously stirred reaction mixture for 45 hours. The working up according to Example 19 gave 0.60 gram (63% of theory) of S-benzyl-cysteine methyl ester.HCl having a melting point of... The reactants are ClC1=CC=C(C=C1)C1=CC=C(C=O)C=C1 (4-(4-chlorophenyl)benzaldehyde), OC(C(=O)O)(C)C (2-hydroxy-2-methylpropionic acid), O (water). Reagents/catalysts: O.C1(=CC=C(C=C1)S(=O)(=O)O)C (p-toluenesulphonic acid monohydrate). The solvent is C1(=CC=CC=C1)C (toluene). Yields the product ClC1=CC=C(C=C1)C1=CC=C(C=C1)C1OC(C(O1)=O)(C)C (2-[4-(4-chlorophenyl)phenyl]-5,5-dimethyl-1,3-dioxolan-4-one). The yield is 69.7%. Reaction SMILES: [Cl:1][C:2]1[CH:7]=[CH:6][C:5]([C:8]2[CH:15]=[CH:14][C:11]([CH:12]=[O:13])=[CH:10][CH:9]=2)=[CH:4][CH:3]=1.O[C:17]([CH3:22])([CH3:21])[C:18]([OH:20])=[O:19].O>C1(C)C=CC=CC=1.O.C1(C)C=CC(S(O)(=O)=O)=CC=1>[Cl:1][C:2]1[CH:3]=[CH:4][C:5]([C:8]2[CH:15]=[CH:14][C:11]([CH:12]3[O:20][C:18](=[O:19])[C:17]([CH3:22])([CH3:21])[O:13]3)=[CH:10][CH:9]=2)=[CH:6][CH:7]=1 |f:4.5|. Procedure details: A mixture of 4-(4-chlorophenyl)benzaldehyde (15.0 g.), 2-hydroxy-2-methylpropionic acid (10.0 g.) and p-toluenesulphonic acid monohydrate (0.2 g.) was heated in toluene (200 ml.) under reflux for 6 hours with continuous removal of water by azeotropic distillation. The solution was then cooled, washed with 10% w/v sodium hydrogen carbonate solution (100 ml.) and then with water (2×100 ml.) before it was dried (Na2SO4). The dried toluene solution was filtered and evaporated to give 2-[4-(4-chlorop...